This data is from the Open Reaction Database (ORD), a public repository of structured organic reaction records. The task is: describe an organic reaction: reactants, conditions, products, and yield Starting materials: CCSc1ncc(C(=O)NCCC2C3CCC2CC3)s1, CC(=O)O, OO. Reaction SMILES: [CH2:1]([CH3:2])[S:3][c:4]1[s:5][c:6]([C:9](=[O:10])[NH:11][CH2:12][CH2:13][CH:14]2[CH:15]3[CH2:16][CH2:17][CH:18]2[CH2:19][CH2:20]3)[cH:7][n:8]1.[CH3:23][C:24](=[O:25])[OH:26].[OH:21][OH:22]>>[CH2:1]([CH3:2])[S:3]([c:4]1[s:5][c:6]([C:9](=[O:10])[NH:11][CH2:12][CH2:13][CH:14]2[CH:15]3[CH2:16][CH2:17][CH:18]2[CH2:19][CH2:20]3)[cH:7][n:8]1)=[O:21]. The product is CCS(=O)c1ncc(C(=O)NCCC2C3CCC2CC3)s1. The reactants are CS(=O)(=O)O[C@@H]1CC[C@@H](CC1)NC(=O)OC(C)(C)C ((cis)-4-((tert-butoxycarbonyl)amino)cyclohexyl methanesulfonate), ClC=1C=C(C(=C(C(=O)OC)C1)C)O (methyl 5-chloro-3-hydroxy-2-methylbenzoate), C([O-])([O-])=O.[Cs+].[Cs+] (cesium carbonate), ice, Cl (HCl). Run in CN(C=O)C (N,N-dimethylformamide). Conditions: time 15 minute. Product: C(C)(C)(C)OC(=O)N[C@@H]1CC[C@H](CC1)OC=1C(=C(C(=O)OC)C=C(C1)Cl)C (methyl 3-(((trans)-4-((tert -butoxycarbonyl)amino)cyclohexyl)oxy)-5-chloro-2-methylbenzoate). The yield is 23.6%. Reaction SMILES: CS([O:5][C@H:6]1[CH2:11][CH2:10][C@@H:9]([NH:12][C:13]([O:15][C:16]([CH3:19])([CH3:18])[CH3:17])=[O:14])[CH2:8][CH2:7]1)(=O)=O.[Cl:20][C:21]1[CH:22]=[C:23](O)[C:24]([CH3:31])=[C:25]([CH:30]=1)[C:26]([O:28][CH3:29])=[O:27].C(=O)([O-])[O-].[Cs+].[Cs+].Cl>CN(C)C=O>[C:16]([O:15][C:13]([NH:12][C@H:9]1[CH2:10][CH2:11][C@H:6]([O:5][C:23]2[C:24]([CH3:31])=[C:25]([CH:30]=[C:21]([Cl:20])[CH:22]=2)[C:26]([O:28][CH3:29])=[O:27])[CH2:7][CH2:8]1)=[O:14])([CH3:19])([CH3:18])[CH3:17] |f:2.3.4|. Procedure details: To a mixture of (cis)-4-((tert-butoxycarbonyl)amino)cyclohexyl methanesulfonate (5.36 mL, 22.93 mmol), methyl 5-chloro-3-hydroxy-2-methylbenzoate (4.0 g, 19.94 mmol), and cesium carbonate (9.74 g, 29.9 mmol) was added N,N-dimethylformamide (DMF) (100 mL). The suspension was stirred at RT for 15 min, then heated at 65° C. under nitrogen septum for 3 days. The reaction was allowed to cool to RT and was poured into ice/saturated NH4Cl (500 mL). The mixture was neutralized with 1 M HCl and extracted... Reactants: CN, CO, COCN1c2cc(CCl)ccc2Sc2nccnc21. Product: CNCc1ccc2c(c1)N(COC)c1nccnc1S2. RXN SMILES: [CH3:20][NH2:21].[CH3:22][OH:23].[Cl:1][CH2:2][c:3]1[cH:4][cH:5][c:6]2[c:7]([cH:19]1)[N:8]([CH2:16][O:17][CH3:18])[c:9]1[c:10]([n:12][cH:13][cH:14][n:15]1)[S:11]2>>[CH2:2]([c:3]1[cH:4][cH:5][c:6]2[c:7]([cH:19]1)[N:8]([CH2:16][O:17][CH3:18])[c:9]1[c:10]([n:12][cH:13][cH:14][n:15]1)[S:11]2)[NH:21][CH3:20]. The reactants are C12(CC3CC(CC(C1)C3)C2)C=2C=C(C=O)C=CC2OC (3-(1-adamantyl)-4-methoxybenzaldehyde), NC1=CC=C(C(=O)OCC=C)C=C1 (allyl 4-aminobenzoate). Product: C12(CC3CC(CC(C1)C3)C2)C=2C=C(C=NC3=CC=C(C(=O)OCC=C)C=C3)C=CC2OC (allyl 4-[3-(1-adamantyl)-4-methoxybenzylideneamino]benzoate). Yield: 75.8%. Reaction SMILES: [C:1]12([C:11]3[CH:12]=[C:13]([CH:16]=[CH:17][C:18]=3[O:19][CH3:20])[CH:14]=O)[CH2:10][CH:5]3[CH2:6][CH:7]([CH2:9][CH:3]([CH2:4]3)[CH2:2]1)[CH2:8]2.[NH2:21][C:22]1[CH:33]=[CH:32][C:25]([C:26]([O:28][CH2:29][CH:30]=[CH2:31])=[O:27])=[CH:24][CH:23]=1>>[C:1]12([C:11]3[CH:12]=[C:13]([CH:16]=[CH:17][C:18]=3[O:19][CH3:20])[CH:14]=[N:21][C:22]3[CH:23]=[CH:24][C:25]([C:26]([O:28][CH2:29][CH:30]=[CH2:31])=[O:27])=[CH:32][CH:33]=3)[CH2:2][CH:3]3[CH2:4][CH:5]([CH2:6][CH:7]([CH2:9]3)[CH2:8]1)[CH2:10]2. Procedure details: Starting with 3.4 g (12.6 mmoles) of 3-(1-adamantyl)-4-methoxybenzaldehyde and 2.6 g (14.4 mmoles) of allyl 4-aminobenzoate the synthesis is effected following the procedures described in Example 8. The resulting crude product is recrystallized in ethyl acetate. After filtration and drying, 4.1 g (76%) of the allylic ester whose melting point is 160°-162° C. are obtained. Starting materials: ( ε ), ( 8 ), CC1=NC(=CS1)/C=C/[C@@H]2C[C@H]3[C@H](O3)CCC[C@@H]([C@@H]([C@H](C(=O)C([C@H](CC(=O)O2)O)(C)C)C)O)C (Epothilone A8), ( 14 ), ( 27 ), ( 100 ), [K+].[Br-] (KBr), CC1=NC(=CS1)/C=C/[C@@H]2C[C@H]3[C@H](O3)CCC[C@@H]([C@@H]([C@H](C(=O)C([C@H](CC(=O)O2)O)(C)C)C)O)C (Epothilone A8), CC1=NC(=CS1)/C=C(\C)/[C@@H]2C/C=C(\CCC[C@@H]([C@@H]([C@H](C(=O)[C@@H]([C@H](CC(=O)O2)O)C)C)O)C)/C (Epothilone D1). Solvent: CO (MeOH), CO (MeOH). Yields the product CC1=NC(=CS1)/C=C(\C)/[C@@H]2C/C=C\CCC[C@@H]([C@@H]([C@H](C(=O)[C@H]([C@H](CC(=O)O2)O)C)C)O)C (Epothilone C2). As a reaction SMILES: [K+].[Br-].CC1SC=C(/C=C/[C@H]2OC(=O)C[C@H](O)C(C)(C)C(=O)[C@H](C)[C@@H](O)[C@@H](C)CCC[C@H]3O[C@H]3C2)N=1.[CH3:36][C:37]1[S:41][CH:40]=[C:39](/[CH:42]=[C:43](/[C@H:45]2[O:62][C:60](=[O:61])[CH2:59][C@H:58]([OH:63])[C@@H:57]([CH3:64])[C:55](=[O:56])[C@H:54]([CH3:65])[C@@H:53]([OH:66])[C@@H:52]([CH3:67])[CH2:51][CH2:50][CH2:49][C:48](C)=[CH:47][CH2:46]2)\[CH3:44])[N:38]=1>CO>[CH3:36][C:37]1[S:41][CH:40]=[C:39](/[CH:42]=[C:43](/[C@H:45]2[O:62][C:60](=[O:61])[CH2:59][C@H:58]([OH:63])[C@H:57]([CH3:64])[C:55](=[O:56])[C@H:54]([CH3:65])[C@@H:53]([OH:66])[C@@H:52]([CH3:67])[CH2:51][CH2:50][CH2:49][CH:48]=[CH:47][CH2:46]2)\[CH3:44])[N:38]=1 |f:0.1|. Procedure: colorless amorphous solid; [α]D22−11.6 (c 10.0, MeOH); UV (MeOH) λmax nm (ε) 212 (15500), 249 (12100); IR (KBr) νmax 3428, 2962, 2929, 2877, 2859, 1734, 1705, 1460, 1251, 982 cm−1; 1H NMR (CDCl3, 300 MHz) δ 6.99 (1H, s, H-19), 6.66 (1H, bs, H-17), 5.55 (1H, ddd, J=10.4, 9.2, 6.1 Hz, H-12), 5.38 (1H, ddd, J=10.4, 9.3, 6.2 Hz, H-13), 5.22 (1H, dd, J=8.8, 2.8 Hz, H-15), 4.42 (1H, dddd, J=9.4, 5.6, 4.2, 4.1 Hz, H-3), 3.93 (1H, d, J=5.6 Hz, 3-OH), 3.86 (1H, m, H-7), 3.15 (1H, bs, 7-OH), 3.12 (1H, dq,...